Dataset: the Open Reaction Database (ORD), a public repository of structured organic reaction records. Task: describe an organic reaction: reactants, conditions, products, and yield Reactants: CSC1=CC=C2C=CN=CC2=C1SC (7,8-Bismethylthioisoquinoline), C(Cl)Cl (methylene chloride), C(Cl)Cl (methylene chloride). Run at time 8 hour. Product: Cl.CSC1=CC=C2CCNCC2=C1SC (7,8-bismethylthiotetrahydroisoquinoline hydrochloride). As a reaction SMILES: [CH3:1][S:2][C:3]1[C:12]([S:13][CH3:14])=[C:11]2[C:6]([CH:7]=[CH:8][N:9]=[CH:10]2)=[CH:5][CH:4]=1.C(Cl)[Cl:16]>>[ClH:16].[CH3:1][S:2][C:3]1[C:12]([S:13][CH3:14])=[C:11]2[C:6]([CH2:7][CH2:8][NH:9][CH2:10]2)=[CH:5][CH:4]=1 |f:2.3|. Reported procedure: 7,8-Bismethylthioisoquinoline (553 mg., 2.5 mm.) was dissolved in 25 ml. of methylene chloride and 8 ml. of a solution of 1 M borane-dimethylsulfide complex in methylene chloride. The solution was refluxed under argon for eighteen hours and allowed to stand at room temperature overnight. The excess hydride was destroyed with methanol and the volatiles stripped off. The residual solid was treated with methanol and then refluxed for one hour in 20 ml of hydrochloric acid/methanol. The volatiles we... The reactants are N[C@@H](C)C(=O)O (L-alanine), [OH-].[Na+] (NaOH), N1(CCOCC1)C(=O)Cl (morpholinecarbonyl-chloride), [OH-].[Na+] (NaOH), Cl (HCl). Run in O (water), O1CCCC1 (tetrahydrofuran). Conditions: temperature 0 celsius. Product: N1(CCOCC1)C(=O)N[C@@H](C)C(=O)O (N-morpholinecarbonyl-L-alanine). The yield is 39.6%. RXN SMILES: [NH2:1][C@H:2]([C:4]([OH:6])=[O:5])[CH3:3].[OH-].[Na+].[N:9]1([C:15](Cl)=[O:16])[CH2:14][CH2:13][O:12][CH2:11][CH2:10]1.Cl>O1CCCC1.O>[N:9]1([C:15]([NH:1][C@H:2]([C:4]([OH:6])=[O:5])[CH3:3])=[O:16])[CH2:14][CH2:13][O:12][CH2:11][CH2:10]1 |f:1.2|. Procedure details: 4 g(50 mmol) of L-alanine and 2 g(50 mmol) of NaOH were added to 30 ml of distilled water. The mixture was cooled to 0° C. and then stirred vigorously. To the mixture was added slowly a solution of 7.1 g(50 mmol) of morpholinecarbonyl-chloride in 30 ml of tetrahydrofuran, while adjusting the whole mixture to pH 8.5-pH 9.5 with the addition of 0.05N NaOH. After the reaction was completed, the reaction mixture was acidified to pH 2 with 6N HCl. The reaction mixture was extracted with a mixed solve... Reactants: CCOC(C)=O, CCCCCC, CC(C)c1n[nH]c(C(C)C)c1Cl, O=C(CCl)N1CCN(c2ccc(F)cc2)CC1, [K+], [K+], O=C([O-])[O-], CN(C)C=O. Yields the product CC(C)c1nn(CC(=O)N2CCN(c3ccc(F)cc3)CC2)c(C(C)C)c1Cl. As a reaction SMILES: [C:41]([O:42][CH2:43][CH3:44])(=[O:45])[CH3:46].[CH3:47][CH2:48][CH2:49][CH2:50][CH2:51][CH3:52].[CH:1]([CH3:2])([CH3:3])[c:4]1[n:5][nH:6][c:7]([CH:10]([CH3:11])[CH3:12])[c:8]1[Cl:9].[Cl:19][CH2:20][C:21](=[O:22])[N:23]1[CH2:24][CH2:25][N:26]([c:29]2[cH:30][cH:31][c:32]([F:35])[cH:33][cH:34]2)[CH2:27][CH2:28]1.[K+:13].[K+:14].[O-:15][C:16]([O-:17])=[O:18].[O:36]=[CH:37][N:38]([CH3:39])[CH3:40]>>[CH:1]([CH3:2])([CH3:3])[c:4]1[n:5]([CH2:20][C:21](=[O:22])[N:23]2[CH2:24][CH2:25][N:26]([c:29]3[cH:30][cH:31][c:32]([F:35])[cH:33][cH:34]3)[CH2:27][CH2:28]2)[n:6][c:7]([CH:10]([CH3:11])[CH3:12])[c:8]1[Cl:9]. Reactants: COC1=C(C=C(C=C1)C=O)O (isovanilin), CC(C)([O-])C.[K+] (potassium t-butoxide), C(CC)O (1-propanol), CC(C)(C)[O-].[K+] (t-BuOK). Yields the product C1(CCCC1)OC1=C(C=O)C=CC=C1 (cyclopentyloxybenzaldehyde). Yield: 77.5%. Reaction SMILES: CO[C:3]1[CH:8]=[CH:7][C:6]([CH:9]=[O:10])=[CH:5][C:4]=1O.[CH3:12][C:13](C)([O-:15])[CH3:14].[K+].[CH2:18](O)[CH2:19]C>>[CH:13]1([O:15][C:5]2[CH:4]=[CH:3][CH:8]=[CH:7][C:6]=2[CH:9]=[O:10])[CH2:14][CH2:19][CH2:18][CH2:12]1 |f:1.2|. Reported procedure: 77.70 g (500 mmoles) of isovanilin and 69.40 g (600 mmoles) of 97% potassium t-butoxide (t-BuOK) dissolved in 800 ml of 1-propanol, 69.0 ml 630 mmoles), and the solution refluxed. After 3 hours another 9.25 g (80 mmoles) of t-BuOK were added at 80° C. and the suspension refluxed for another 3 hours. The solid was filtered off and the filtrate evaporated in vacuo to dryness. The residue was dissolved in ether and extracted with 1N NaOH. The ether phase was evaporated to dryness: 85.40 g (77.5%) o... Yield: 78.0%. RXN SMILES: [Cl:1][C:2]1[CH:7]=[CH:6][C:5]([N:8]2[CH2:13][CH2:12][NH:11][CH2:10][CH2:9]2)=[CH:4][C:3]=1[C:14]([F:17])([F:16])[F:15].Cl[CH2:19][CH2:20][CH:21]1[O:25][C:24](=[O:26])[N:23]([CH3:27])[CH2:22]1.C(=O)([O-])[O-].[Na+].[Na+].[I-].[K+].[C:36]([OH:43])(=[O:42])/[CH:37]=[CH:38]/[C:39]([OH:41])=[O:40]>C(O)CCC>[C:36]([OH:43])(=[O:42])/[CH:37]=[CH:38]/[C:39]([OH:41])=[O:40].[Cl:1][C:2]1[CH:7]=[CH:6][C:5]([N:8]2[CH2:13][CH2:12][N:11]([CH2:19][CH2:20][CH:21]3[O:25][C:24](=[O:26])[N:23]([CH3:27])[CH2:22]3)[CH2:10][CH2:9]2)=[CH:4][C:3]=1[C:14]([F:15])([F:17])[F:16] |f:2.3.4,5.6,9.10|. Run in C(CCC)O (1-butanol). Procedure: This compound was prepared according to the procedure of Example 2. A mixture of 4.0 g (0.15 mol) of 1-(4-chloro-3-trifluoromethylphenyl)piperazine (Emka-Chemie), 2.5 g (0.015 mol) of 5-(2-chloroethyl)-3-methyl-2-oxazolidinone, 5.3 g (0.05 mol) of anhydrous sodium carbonate and 0.4 g of potassium iodide in 100 mL of 1-butanol gave a gum as residue. The gum was converted to the fumaric acid salt and the solid was recrystallized from 95% ethanol to yield 5.7 g (78%) of white solid, mp 198°-201° C.... Yields the product C(\C=C\C(=O)O)(=O)O.ClC1=C(C=C(C=C1)N1CCN(CC1)CCC1CN(C(O1)=O)C)C(F)(F)F (5-[2-[4-[4-Chloro-3-(trifluoromethyl)phenyl]-1-piperazinyl]ethyl]-3-methyl-2-oxazolidinone (E)-2-butenedioate). Reactants: ClC1=C(C=C(C=C1)N1CCNCC1)C(F)(F)F (1-(4-chloro-3-trifluoromethylphenyl)piperazine), ClCCC1CN(C(O1)=O)C (5-(2-chloroethyl)-3-methyl-2-oxazolidinone), C([O-])([O-])=O.[Na+].[Na+] (sodium carbonate), [I-].[K+] (potassium iodide), C(\C=C\C(=O)O)(=O)O (fumaric acid).